This data is from the Open Reaction Database (ORD), a public repository of structured organic reaction records. The task is: describe an organic reaction: reactants, conditions, products, and yield Reactants: ClC1=NN2C(C(=CC=C2)C2=C(C(=CC=C2)OC)F)=N1 (2-chloro-8-(2-fluoro-3-methoxy-phenyl)-[1,2,4]-triazolo[1,5-a]pyridine), C(C)(C)(C)OC(=O)N1CCC(CC1)C1=CC=C(C=C1)N (4-(4-amino-phenyl)-piperidine-1-carboxylic acid tert-butyl ester), 311b. Product: C(C)(C)(C)OC(=O)N1CCC(CC1)C1=CC=C(C=C1)NC1=NN2C(C(=CC=C2)C2=C(C(=CC=C2)OC)F)=N1 (4-{4-[8-(2-Fluoro-3-methoxy-phenyl)-[1,2,4]-triazolo[1,5-a]pyridin-2-ylamino]-phenyl}-piperidine-1-carboxylic acid tert-butyl ester), product. Isolated yield 67.0%. As a reaction SMILES: Cl[C:2]1[N:19]=[C:5]2[C:6]([C:10]3[CH:15]=[CH:14][CH:13]=[C:12]([O:16][CH3:17])[C:11]=3[F:18])=[CH:7][CH:8]=[CH:9][N:4]2[N:3]=1.[C:20]([O:24][C:25]([N:27]1[CH2:32][CH2:31][CH:30]([C:33]2[CH:38]=[CH:37][C:36]([NH2:39])=[CH:35][CH:34]=2)[CH2:29][CH2:28]1)=[O:26])([CH3:23])([CH3:22])[CH3:21]>>[C:20]([O:24][C:25]([N:27]1[CH2:32][CH2:31][CH:30]([C:33]2[CH:38]=[CH:37][C:36]([NH:39][C:2]3[N:19]=[C:5]4[C:6]([C:10]5[CH:15]=[CH:14][CH:13]=[C:12]([O:16][CH3:17])[C:11]=5[F:18])=[CH:7][CH:8]=[CH:9][N:4]4[N:3]=3)=[CH:35][CH:34]=2)[CH2:29][CH2:28]1)=[O:26])([CH3:23])([CH3:21])[CH3:22]. Procedure details: 4-{4-[8-(2-Fluoro-3-methoxy-phenyl)-[1,2,4]-triazolo[1,5-a]pyridin-2-ylamino]-phenyl}-piperidine-1-carboxylic acid tert-butyl ester was prepared from 2-chloro-8-(2-fluoro-3-methoxy-phenyl)-[1,2,4]-triazolo[1,5-a]pyridine (0.248 g, 0.893 mmol) and 4-(4-amino-phenyl)-piperidine-1-carboxylic acid tert-butyl ester (0.296 g, 1.07 mmol) in a manner analogous to Example 311a and 311b to give product (0.312 g, 67%). MP=98-102° C. 1H NMR (400 MHz, (D3C)2SO, δ, ppm): 9.63 (s, 1H), 8.83 (d, 1H), 7.60 (m, 3... Starting materials: [F-].C(CCC)[N+](CCCC)(CCCC)CCCC.O1CCCC1 (tetrabutyl ammonium fluoride tetrahydrofuran), [Si](C1=CC=CC=C1)(C1=CC=CC=C1)(C(C)(C)C)O[C@H]1[C@@H](C(S[C@@H]1CO[Si](C1=CC=CC=C1)(C1=CC=CC=C1)C(C)(C)C)N1C(=O)N=C(N)C=C1)F (((3S,4S,5R)-4-((tert-butyldiphenylsilyl)oxy)-5-(((tert-butyldiphenylsilyl)oxy)methyl)-3-fluorotetrahydrothiophen-2-yl)cytosine). Solvent: O1CCCC1 (tetrahydrofuran). Run at time 2 hour. Yields the product F[C@@H]1C(S[C@@H]([C@H]1O)CO)N1C(=O)N=C(N)C=C1 (1-(2-deoxy-2-fluoro-4-thio-D-arabinofuranosyl)cytosine). The yield is 92.0%. As a reaction SMILES: [F-].C([N+](CCCC)(CCCC)CCCC)CCC.O1CCCC1.[Si]([O:41][C@@H:42]1[C@@H:46]([CH2:47][O:48][Si](C(C)(C)C)(C2C=CC=CC=2)C2C=CC=CC=2)[S:45][CH:44]([N:66]2[CH:73]=[CH:72][C:70]([NH2:71])=[N:69][C:67]2=[O:68])[C@H:43]1[F:74])(C(C)(C)C)(C1C=CC=CC=1)C1C=CC=CC=1>O1CCCC1>[F:74][C@H:43]1[C@H:42]([OH:41])[C@@H:46]([CH2:47][OH:48])[S:45][CH:44]1[N:66]1[CH:73]=[CH:72][C:70]([NH2:71])=[N:69][C:67]1=[O:68] |f:0.1.2|. Reported procedure: 0.24 mL of 0.1 mol/L tetrabutyl ammonium fluoride/tetrahydrofuran solution was added to a solution of 43 mg of ((3S,4S,5R)-4-((tert-butyldiphenylsilyl)oxy)-5-(((tert-butyldiphenylsilyl)oxy)methyl)-3-fluorotetrahydrothiophen-2-yl)cytosine in 1.0 mL of tetrahydrofuran. The obtained mixture was stirred at room temperature for 2 hours, and was then left overnight. Thereafter, the solvent was distilled away under reduced pressure, and the obtained residue was then purified by silica gel column chroma... The solvent is CO (methanol). Yield: 99.5%. Reagents/catalysts: [OH-].[OH-].[Pd+2] (palladium hydroxide/carbon). Reactants: OC1C(CN(CC1)CC1=CC=CC=C1)CNC(OC(C)(C)C)=O (1,1-dimethylethyl {[4-hydroxy-1-(phenylmethyl)-3-piperidinyl]methyl}carbamate). Procedure details: A solution of 1,1-dimethylethyl {[4-hydroxy-1-(phenylmethyl)-3-piperidinyl]methyl}carbamate (3.7 g, 11.56 mmol) in methanol (70 ml) was stirred under hydrogen at room temperature with 20% palladium hydroxide/carbon (moist, 0.7 g) overnight. After filtration through kieselguhr, the methanol was evaporated to afford the desired product (2.65 g, 100%). Reaction SMILES: [OH:1][CH:2]1[CH2:7][CH2:6][N:5](CC2C=CC=CC=2)[CH2:4][CH:3]1[CH2:15][NH:16][C:17](=[O:23])[O:18][C:19]([CH3:22])([CH3:21])[CH3:20]>CO.[OH-].[OH-].[Pd+2]>[OH:1][CH:2]1[CH2:7][CH2:6][NH:5][CH2:4][CH:3]1[CH2:15][NH:16][C:17](=[O:23])[O:18][C:19]([CH3:21])([CH3:20])[CH3:22] |f:2.3.4|. Product: OC1C(CNCC1)CNC(OC(C)(C)C)=O (Racemic 1,1-dimethylethyl {[4-hydroxy-3-piperidinyl]methyl}carbamate). Starting materials: C1(=CC=CC=C1)C(O)(C1CCNCC1)C1=CC=CC=C1 (α,α-diphenyl-4-piperidinemethanol), ClCCCCC(=O)C1=CC=CC=C1 (5-chlorovalerophenone), C([O-])(O)=O.[K+] (potassium bicarbonate), [I-].[K+] (potassium iodide). Solvent: C1(=CC=CC=C1)C (toluene), O (water). Yields the product Cl.OC(C1=CC=CC=C1)(C1=CC=CC=C1)C1CCN(CC1)CCCCC(=O)C1=CC=CC=C1 (5-[4-(α-hydroxy-α-phenylbenzyl)piperidino]valerophenone hydrochloride). RXN SMILES: [C:1]1([C:7]([C:15]2[CH:20]=[CH:19][CH:18]=[CH:17][CH:16]=2)([CH:9]2[CH2:14][CH2:13][NH:12][CH2:11][CH2:10]2)[OH:8])[CH:6]=[CH:5][CH:4]=[CH:3][CH:2]=1.[Cl:21][CH2:22][CH2:23][CH2:24][CH2:25][C:26]([C:28]1[CH:33]=[CH:32][CH:31]=[CH:30][CH:29]=1)=[O:27].C(=O)(O)[O-].[K+].[I-].[K+]>C1(C)C=CC=CC=1.O>[ClH:21].[OH:8][C:7]([CH:9]1[CH2:14][CH2:13][N:12]([CH2:22][CH2:23][CH2:24][CH2:25][C:26]([C:28]2[CH:33]=[CH:32][CH:31]=[CH:30][CH:29]=2)=[O:27])[CH2:11][CH2:10]1)([C:15]1[CH:20]=[CH:19][CH:18]=[CH:17][CH:16]=1)[C:1]1[CH:2]=[CH:3][CH:4]=[CH:5][CH:6]=1 |f:2.3,4.5,8.9|. Procedure: A mixture of 27.6 g (0.1 mole) of α,α-diphenyl-4-piperidinemethanol, 21.6 g (0.11 mole) of 5-chlorovalerophenone, 20 g of potassium bicarbonate, and 0.1 g of potassium iodide in 300 ml of toluene and 25 ml of water is stirred and refluxed for 136 hours then worked up by the procedure described in Examples 2 and 3 to give 5-[4-(α-hydroxy-α-phenylbenzyl)piperidino]valerophenone hydrochloride, M.P. 162°-164°C. Starting materials: C(C)(=O)O[C@@H]1CC(C[C@H]1CCC)=O ((3R,4R)-3-acetoxy-4-n-propyl-cyclopentanone), C1CCC2=NCCCN2CC1 (DBU). Solvent: CCOCC (ether), CCOCC (ether). Run at temperature -30 celsius, time 30 minute. The product is C(CC)[C@H]1C=CC(C1)=O ((R)-4-n-propyl-cyclopent-2-enone). The yield is 67.8%. Reaction SMILES: C(O[C@H:5]1[C@H:9]([CH2:10][CH2:11][CH3:12])[CH2:8][C:7](=[O:13])[CH2:6]1)(=O)C.C1CCN2C(=NCCC2)CC1>CCOCC>[CH2:10]([C@@H:9]1[CH2:8][C:7](=[O:13])[CH:6]=[CH:5]1)[CH2:11][CH3:12]. Reported procedure: The acetoxy cyclopentanone 1 (approx. 28.5 mmol) in ether (40 ml) was added dropwise over 1 hr to a stirred solution of DBU (4.27 ml, 28.5 mmol) in ether (50 ml) at −40° C. under argon. The mixture was allowed to warm to −30° C. and stirred for 30 minutes before being quenched with dilute hydrochloric acid (20 ml). The reaction mixture was partitioned between ether (100 ml) and 1N HCl (150 ml). The organic layer was separated and the aqueous layer was further extracted with ether (2×100 ml). The... Starting materials: FC=1C=C(C=CC1)C1(CCN(CC1)C(=O)C1(CCCC1)N)CCN1[C@H]2CC(C[C@@H]1CC2)N2C(=NC1=C2C=CC=C1)C (1-[(4-(3-fluorophenyl)-4-{2-[(1R,5S)-3-(2-methyl-1H-benzimidazol-1-yl)-8-azabicyclo[3.2.1]oct-8-yl]ethyl}-1-piperidinyl)carbonyl]cyclopentanamine), CC(C(=O)Cl)(C)C (2,2-Dimethyl-propionyl chloride), CCN(C(C)C)C(C)C (DIEA). Yields the product FC=1C=C(C=CC1)C1(CCN(CC1)C(=O)C1(CCCC1)NC(C(C)(C)C)=O)CCN1[C@H]2CC(C[C@@H]1CC2)N2C(=NC1=C2C=CC=C1)C (N-{1-[(4-(3-fluorophenyl)-4-{2-[(1R,5S)-3-(2-methyl-1H-benzimidazol-1-yl)-8-azabicyclo[3.2.1]oct-8-yl]ethyl}-1-piperidinyl)carbonyl]cyclopentyl}-2,2-dimethylpropanamide). The yield is 53.7%. RXN SMILES: [F:1][C:2]1[CH:3]=[C:4]([C:8]2([CH2:22][CH2:23][N:24]3[C@H:29]4[CH2:30][CH2:31][C@@H:25]3[CH2:26][CH:27]([N:32]3[C:36]5[CH:37]=[CH:38][CH:39]=[CH:40][C:35]=5[N:34]=[C:33]3[CH3:41])[CH2:28]4)[CH2:13][CH2:12][N:11]([C:14]([C:16]3([NH2:21])[CH2:20][CH2:19][CH2:18][CH2:17]3)=[O:15])[CH2:10][CH2:9]2)[CH:5]=[CH:6][CH:7]=1.[CH3:42][C:43]([CH3:48])([CH3:47])[C:44](Cl)=[O:45].CCN(C(C)C)C(C)C>>[F:1][C:2]1[CH:3]=[C:4]([C:8]2([CH2:22][CH2:23][N:24]3[C@H:25]4[CH2:31][CH2:30][C@@H:29]3[CH2:28][CH:27]([N:32]3[C:36]5[CH:37]=[CH:38][CH:39]=[CH:40][C:35]=5[N:34]=[C:33]3[CH3:41])[CH2:26]4)[CH2:13][CH2:12][N:11]([C:14]([C:16]3([NH:21][C:44](=[O:45])[C:43]([CH3:48])([CH3:47])[CH3:42])[CH2:20][CH2:19][CH2:18][CH2:17]3)=[O:15])[CH2:10][CH2:9]2)[CH:5]=[CH:6][CH:7]=1. Procedure: N-{1-[(4-(3-fluorophenyl)-4-{2-[(1R,5S)-3-(2-methyl-1H-benzimidazol-1-yl)-8-azabicyclo[3.2.1]oct-8-yl]ethyl}-1-piperidinyl)carbonyl]cyclopentyl}-2,2-dimethylpropanamide was obtained from treating 1,1-dimethylethyl {1-[(4-(3-fluorophenyl)-4-{2-[(1R,5S)-3-(2-methyl-1H-benzimidazol-1-yl)-8-azabicyclo[3.2.1]oct-8-yl]ethyl}-1-piperidinyl)carbonyl]cyclopentyl}carbamate (0.627 g, 0.95 mmol) with HCl as outlined in the procedure for Example 890 to form 1-[(4-(3-fluorophenyl)-4-{2-[(1R,5S)-3-(2-methyl-1H... RXN SMILES: Br[CH2:2][C:3]1[CH:8]=[CH:7][C:6]([C:9]([CH3:12])([CH3:11])[CH3:10])=[CH:5][CH:4]=1.Br[CH2:14][CH:15]=[CH2:16]>>[CH2:2]([C:3]1[CH:8]=[CH:7][C:6]([C:9]([CH3:12])([CH3:11])[CH3:10])=[CH:5][CH:4]=1)[CH2:16][CH:15]=[CH2:14]. Product: C(CC=C)C1=CC=C(C=C1)C(C)(C)C (1-(3-butenyl)-4-(1,1,-dimethylethyl)benzene). Procedure: Compound I-2 can also be prepared by reacting 1-bromomethyl-4-(1,1-dimethylethyl)benzene with the Grignard reagent prepared from from 3-bromo-1-propene. Reactants: BrCC1=CC=C(C=C1)C(C)(C)C (1-bromomethyl-4-(1,1-dimethylethyl)benzene), Grignard reagent, BrCC=C (3-bromo-1-propene). Starting materials: O=C(Cl)Oc1ccccc1, ClCCl, COC(=O)C(O)Cc1ccccc1, c1ccncc1. The product is COC(=O)C(Cc1ccccc1)OC(=O)Oc1ccccc1. RXN SMILES: [C:20]([O:21][c:22]1[cH:23][cH:24][cH:25][cH:26][cH:27]1)(=[O:28])[Cl:29].[CH2:30]([Cl:31])[Cl:32].[OH:1][CH:2]([C:3](=[O:4])[O:5][CH3:6])[CH2:7][c:8]1[cH:9][cH:10][cH:11][cH:12][cH:13]1.[cH:14]1[cH:15][cH:16][n:17][cH:18][cH:19]1>>[O:1]([CH:2]([C:3](=[O:4])[O:5][CH3:6])[CH2:7][c:8]1[cH:9][cH:10][cH:11][cH:12][cH:13]1)[C:20]([O:21][c:22]1[cH:23][cH:24][cH:25][cH:26][cH:27]1)=[O:28].